Dataset: the Open Reaction Database (ORD), a public repository of structured organic reaction records. Task: describe an organic reaction: reactants, conditions, products, and yield Starting materials: C(#N)CCC(CCCC(=O)OCC)OC=1C=NC=CC1 (ethyl 7-cyano-5-(3-pyridyloxy)-heptanoate), N (ammonia), [H][H] (hydrogen). The reagents and catalysts are [Ni] (Raney Nickel). The solvent is CO (methanol). The product is NCCCC(CCCC(=O)OCC)OC=1C=NC=CC1 (ethyl 8-amino-5-(3-pyridyloxy)-octanoate). RXN SMILES: [C:1]([CH2:3][CH2:4][CH:5]([O:14][C:15]1[CH:16]=[N:17][CH:18]=[CH:19][CH:20]=1)[CH2:6][CH2:7][CH2:8][C:9]([O:11][CH2:12][CH3:13])=[O:10])#[N:2].N.[H][H]>CO.[Ni]>[NH2:2][CH2:1][CH2:3][CH2:4][CH:5]([O:14][C:15]1[CH:16]=[N:17][CH:18]=[CH:19][CH:20]=1)[CH2:6][CH2:7][CH2:8][C:9]([O:11][CH2:12][CH3:13])=[O:10]. Reported procedure: A solution of crude ethyl 7-cyano-5-(3-pyridyloxy)-heptanoate (1.74 g) in 50 ml of methanol saturated with ammonia is subjected to hydrogenation for 5 h at 3 atmospheres pressure of hydrogen using Raney Nickel (1.0 ml aqueous suspension) as the catalyst. The catalyst is filtered off and washed with methanol. The filtrate is evaporated and the residue filtered through a plug of silica gel using ether as eluent to remove remaining triphenylphosphine oxide. The compound is eluted from the silica ge... Reactants: C(C)(C)(C)OC(=O)N[C@@H](CC(C)C)C(=O)O (N-(tert-butoxycarbonyl)-L-leucine), FC1=CC=C(C=C1)S(=O)(=O)N1C[C@@H]2[C@H](C1)[C@H](CC2)N ((3aR,4S,6aS)-2-(4-Fluorophenylsulfonyl)octahydrocyclopenta[c]pyrrol-4-amine), C(C1=CC=CC=C1)N1C[C@@H]2[C@H](C1)[C@H](CC2)N ((3aR,4S,6aS)-2-benzyloctahydrocyclopenta[c]pyrrol-4-amine). The product is FC1=CC=C(C=C1)S(=O)(=O)N1C[C@@H]2[C@H](C1)[C@H](CC2)NC([C@@H](NCC(C)(C)C)CC(C)C)=O (N1-{(3aR,4S,6aS)-2-[(4-fluorophenyl)sulfonyl]octahydrocyclopenta[c]pyrrol-4-yl}-N2-neopentyl-L-leucinamide). As a reaction SMILES: C(O[C:6]([NH:8][C@H:9]([C:14]([OH:16])=O)[CH2:10][CH:11]([CH3:13])[CH3:12])=O)(C)(C)C.[F:17][C:18]1[CH:23]=[CH:22][C:21]([S:24]([N:27]2[CH2:31][C@@H:30]3[C@@H:32]([NH2:35])[CH2:33][CH2:34][C@@H:29]3[CH2:28]2)(=[O:26])=[O:25])=[CH:20][CH:19]=1.[CH2:36](N1C[C@@H]2[C@@H](N)CC[C@@H]2C1)[C:37]1[CH:42]=CC=C[CH:38]=1>>[F:17][C:18]1[CH:19]=[CH:20][C:21]([S:24]([N:27]2[CH2:31][C@@H:30]3[C@@H:32]([NH:35][C:14](=[O:16])[C@H:9]([CH2:10][CH:11]([CH3:12])[CH3:13])[NH:8][CH2:6][C:37]([CH3:42])([CH3:38])[CH3:36])[CH2:33][CH2:34][C@@H:29]3[CH2:28]2)(=[O:25])=[O:26])=[CH:22][CH:23]=1. Procedure details: The title compound was prepared by substituting (S)-4-methyl-2-(neopentylamino)pentanoic acid from Step A of Example 244 for N-(tert-butoxycarbonyl)-L-leucine and (3aR,4S,6aS)-2-(4-fluorophenylsulfonyl)octahydrocyclopenta[c]pyrrol-4-amine from Step A for (3aR,4S,6aS)-2-benzyloctahydrocyclopenta[c]pyrrol-4-amine in the procedure described in Example 221: 1H NMR (500 MHz, pyridine-d5) δ ppm 8.21-8.23 (m, 1H), 7.99-8.02 (m, 2H), 7.32 (t, J=8.5 Hz, 2H), 4.23-4.29 (m, 1H), 3.78 (dd, J=9.9, 2.9 Hz, 1H... Reactants: C(C)(=O)O[C@@H]1CC2=CC[C@H]3[C@@H]4CC[C@@H]([C@@]4(C)CC[C@@H]3[C@]2(CC1)C)OC(C)=O (3β,17β- diacetoxyandrost-5-ene), C(C)(=O)O (acetic acid). Yields the product Chromic oxide, C(C)(=O)O[C@@H]1CC2=CC[C@H]3[C@@H]4CC[C@@H]([C@@]4(C)CC[C@@H]3[C@]2(CC1)C)OC(C)=O (3β,17β-diacetoxyandrost-5-ene), C(C)(=O)O[C@@H]1CC2=CC([C@H]3[C@@H]4CC[C@@H]([C@@]4(C)CC[C@@H]3[C@]2(CC1)C)OC(C)=O)=O (3β,17β-diacetoxyandrost-5-en-7-one). Reaction SMILES: [C:1]([O:4][C@H:5]1[CH2:22][CH2:21][C@@:20]2([CH3:23])[C:7](=[CH:8][CH2:9][C@@H:10]3[C@@H:19]2[CH2:18][CH2:17][C@@:15]2([CH3:16])[C@H:11]3[CH2:12][CH2:13][C@@H:14]2[O:24][C:25](=[O:27])[CH3:26])[CH2:6]1)(=[O:3])[CH3:2].C(O)(=[O:30])C>>[C:1]([O:4][C@H:5]1[CH2:22][CH2:21][C@@:20]2([CH3:23])[C:7](=[CH:8][CH2:9][C@@H:10]3[C@@H:19]2[CH2:18][CH2:17][C@@:15]2([CH3:16])[C@H:11]3[CH2:12][CH2:13][C@@H:14]2[O:24][C:25](=[O:27])[CH3:26])[CH2:6]1)(=[O:3])[CH3:2].[C:1]([O:4][C@H:5]1[CH2:22][CH2:21][C@@:20]2([CH3:23])[C:7](=[CH:8][C:9](=[O:30])[C@@H:10]3[C@@H:19]2[CH2:18][CH2:17][C@@:15]2([CH3:16])[C@H:11]3[CH2:12][CH2:13][C@@H:14]2[O:24][C:25](=[O:27])[CH3:26])[CH2:6]1)(=[O:3])[CH3:2]. Procedure details: βAET was synthesized using 3β,17β- diacetoxyandrost-5-ene as a starting material. Chromic oxide oxidation of 3β,17β-diacetoxyandrost-5-ene in glacial acetic acid by the method of Butenandt (op. cit.) gave 3β,17β-diacetoxyandrost-5-en-7-one, (III), the intermediate for preparation of (I). Aluminum isopropoxide reduction of (III) in isopropanol by the method of Butenandt gave (I). Reactants: Cc1ccc(S(=O)(=O)O)cc1, Nc1cc(O)[nH]n1, OCCOc1ccccc1. Product: Nc1cc(OCCOc2ccccc2)n[nH]1. As a reaction SMILES: [CH3:18][c:19]1[cH:20][cH:21][c:22]([S:23]([OH:24])(=[O:25])=[O:26])[cH:27][cH:28]1.[NH2:11][c:12]1[n:13][nH:14][c:15]([OH:17])[cH:16]1.[O:1]([c:2]1[cH:3][cH:4][cH:5][cH:6][cH:7]1)[CH2:8][CH2:9][OH:10]>>[O:1]([c:2]1[cH:3][cH:4][cH:5][cH:6][cH:7]1)[CH2:8][CH2:9][O:10][c:15]1[n:14][nH:13][c:12]([NH2:11])[cH:16]1. Starting materials: ClC1=C2C(=NC=C1[N+](=O)[O-])C=CS2 (7-chloro-6-nitrothieno[3,2-b]pyridine), N[C@@H]1CC[C@H](CC1)CCC#N (3-(trans-4-aminocyclohexyl)propanenitrile), C(C)(C)N(C(C)C)CC (N,N-diisopropylethylamine). The solvent is C(C)(C)O (isopropyl alcohol). Reaction conditions: temperature 90 celsius. Yields the product [N+](=O)([O-])C=1C(=C2C(=NC1)C=CS2)N[C@@H]2CC[C@H](CC2)CCC#N (3-{trans-4-[(6-Nitrothieno[3,2-b]pyridin-7-yl)amino]cyclohexyl}propanenitrile). The yield is 46.5%. RXN SMILES: Cl[C:2]1[C:7]([N+:8]([O-:10])=[O:9])=[CH:6][N:5]=[C:4]2[CH:11]=[CH:12][S:13][C:3]=12.[NH2:14][C@H:15]1[CH2:20][CH2:19][C@H:18]([CH2:21][CH2:22][C:23]#[N:24])[CH2:17][CH2:16]1.C(N(CC)C(C)C)(C)C>C(O)(C)C>[N+:8]([C:7]1[C:2]([NH:14][C@H:15]2[CH2:20][CH2:19][C@H:18]([CH2:21][CH2:22][C:23]#[N:24])[CH2:17][CH2:16]2)=[C:3]2[S:13][CH:12]=[CH:11][C:4]2=[N:5][CH:6]=1)([O-:10])=[O:9]. Reported procedure: A mixture of 7-chloro-6-nitrothieno[3,2-b]pyridine (0.087 g, 0.41 mmol), 3-(trans-4-aminocyclohexyl)propanenitrile (0.080 g, 0.52 mmol) TFA salt and N,N-diisopropylethylamine (0.35 mL, 2.0 mmol) in isopropyl alcohol (0.89 mL) was heated at 90° C. for 2 h. The resulting mixture was concentrated and purified on silica gel (eluting with 0 to 20% EtOAc in dichloromethane) to give the desired product (63 mg, 47%). LCMS calculated for C16H19N4O2S (M+H)+: m/z=331.1. Found: 331.0. Starting materials: Cc1cccc(CCO)c1[N+](=O)[O-], Cc1ccc(S(=O)(=O)Cl)cc1. Yields the product Cc1ccc(S(=O)(=O)OCCc2cccc(C)c2[N+](=O)[O-])cc1. As a reaction SMILES: [CH3:1][c:2]1[c:3]([N+:11](=[O:12])[O-:13])[c:4]([CH2:5][CH2:6][OH:7])[cH:8][cH:9][cH:10]1.[S:14](=[O:15])(=[O:16])([c:17]1[cH:18][cH:19][c:20]([CH3:21])[cH:22][cH:23]1)[Cl:24]>>[CH3:1][c:2]1[c:3]([N+:11](=[O:12])[O-:13])[c:4]([CH2:5][CH2:6][O:7][S:14](=[O:15])(=[O:16])[c:17]2[cH:18][cH:19][c:20]([CH3:21])[cH:22][cH:23]2)[cH:8][cH:9][cH:10]1. Reactants: [I-].[K+] (potassium iodide), ClCC(C)O (1-chloro-2-propanol), ice water, ClC1=CC=C(C=C1)O (p-chlorophenol), [H-].[Na+] (sodium hydride). Solvent: O1CCCC1 (tetrahydrofuran), C(C)(=O)O (acetic acid), O1CCCC1 (tetrahydrofuran). Run at temperature 80 celsius, time 1 hour. Product: ClC1=CC=C(OCC(C)O)C=C1 (3-(p-Chlorophenoxy)propan-2-ol). Reaction SMILES: [Cl:1][C:2]1[CH:7]=[CH:6][C:5]([OH:8])=[CH:4][CH:3]=1.[H-].[Na+].[I-].[K+].Cl[CH2:14][CH:15]([OH:17])[CH3:16]>O1CCCC1.C(O)(=O)C>[Cl:1][C:2]1[CH:7]=[CH:6][C:5]([O:8][CH2:14][CH:15]([OH:17])[CH3:16])=[CH:4][CH:3]=1 |f:1.2,3.4|. Procedure: To a solution of 3.87 g of p-chlorophenol in 30 ml of tetrahydrofuran is added 1.2 g of sodium hydride (60% dispersion in oil). After one hour, 4.98 g of potassium iodide and 2.54 ml of 1-chloro-2-propanol in 10 ml of tetrahydrofuran is added. The mixture is heated at 80° C. for 18 hours. The mixture is chilled, poured into 300 ml of ice-water containing 3 ml of acetic acid. The mixture is extracted with dichloromethane and the extract washed with saturated sodium bicarbonate and sodium chloride...